describe an organic reaction: reactants, conditions, products, and yield From a dataset of the Open Reaction Database (ORD), a public repository of structured organic reaction records. The reactants are C(CCC)C=1NC(=C(N1)Cl)C=O (2-Butyl-4-chloro-5-formylimidazole), [C-]#N.[Na+] (NaCN), CC(=O)O (AcOH). The reagents and catalysts are O=[Mn]=O (MnO2). Run in CO (methanol). Conditions: time 72 hour. Yields the product C(CCC)C=1NC(=C(N1)Cl)C(=O)OC (2-Butyl-5-carbomethoxy-4-chloroimidazole). Reaction SMILES: [CH2:1]([C:5]1[NH:6][C:7]([CH:11]=[O:12])=[C:8]([Cl:10])[N:9]=1)[CH2:2][CH2:3][CH3:4].[C-]#N.[Na+].C[C:17](O)=[O:18]>CO.O=[Mn]=O>[CH2:1]([C:5]1[NH:6][C:7]([C:11]([O:18][CH3:17])=[O:12])=[C:8]([Cl:10])[N:9]=1)[CH2:2][CH2:3][CH3:4] |f:1.2|. Procedure: To a solution of 2-Butyl-4-chloro-5-formylimidazole (4.9 g, 26 mMol) in methanol (350 ml) were added NaCN (12.98 g, 0.26 Mol), glacial AcOH (2.5 ml) and MnO2 (57.6 g, 0.663 Mol), and the mixture was stirred at room temperature for 72 h. The reaction was filtered through a pad of celite and concentrated in vacuo. The residue obtained was partitioned between EtOAc (150 ml) and water (50 ml), and the organic phase was washed with brine and then dried over sodium sulfate. The crude product (5.73 g),... The reactants are [Si](C)(C)(C(C)(C)C)OC(CO)CO (2-O-(t-butyldimethylsilyl)glycerol), C(CCCCCCC\C=C/CCCCCCCC)(=O)Cl (oleoyl chloride). Product: C(CCCCCCC\C=C/CCCCCCCC)(=O)OCC(O[Si](C)(C)C(C)(C)C)COC(CCCCCCC\C=C/CCCCCCCC)=O (1,3-O-dioleoyl-2-O-(t-butyldimethylsilyl)glycerol). Solvent: N1=CC=CC=C1 (pyridine). Conditions: time 15 hour. Reaction SMILES: [Si:1]([O:8][CH:9]([CH2:12][OH:13])[CH2:10][OH:11])([C:4]([CH3:7])([CH3:6])[CH3:5])([CH3:3])[CH3:2].[C:14](Cl)(=[O:32])[CH2:15][CH2:16][CH2:17][CH2:18][CH2:19][CH2:20][CH2:21]/[CH:22]=[CH:23]\[CH2:24][CH2:25][CH2:26][CH2:27][CH2:28][CH2:29][CH2:30][CH3:31]>N1C=CC=CC=1>[C:14]([O:11][CH2:10][CH:9]([CH2:12][O:13][C:14](=[O:32])[CH2:15][CH2:16][CH2:17][CH2:18][CH2:19][CH2:20][CH2:21]/[CH:22]=[CH:23]\[CH2:24][CH2:25][CH2:26][CH2:27][CH2:28][CH2:29][CH2:30][CH3:31])[O:8][Si:1]([C:4]([CH3:7])([CH3:6])[CH3:5])([CH3:3])[CH3:2])(=[O:32])[CH2:15][CH2:16][CH2:17][CH2:18][CH2:19][CH2:20][CH2:21]/[CH:22]=[CH:23]\[CH2:24][CH2:25][CH2:26][CH2:27][CH2:28][CH2:29][CH2:30][CH3:31]. Procedure: In 60 ml of pyridine was dissolved 2.75 g (0.013 mol) of 2-O-(t-butyldimethylsilyl)glycerol, followed by addition of 8.82 g (0.028 mol) of oleoyl chloride under ice-cooling. The reaction was conducted at 50° C. for 15 hours. After completion of the reaction, the solvent was distilled off and the residue was diluted with methylene chloride, washed with saturated aqueous sodium hydrogen carbonate solution, dried, and concentrated. The above procedure provided 1,3-O-dioleoyl-2-O-(t-butyldimethylsil... The reactants are ice water, C1=C2C(N3C(=NC2=CC=C1)NC1=C3C=CC=C1)=O (Benzimidazo[2,1-b]quinazolin-12(6H)one), CC1=C(C(=O)Cl)C=CC(=C1)C (2,4-dimethylbenzoyl chloride), [Na] (sodium), [H-].[Na+] (sodium hydride). Run in CN(C=O)C (dimethylformamide), CN(C=O)C (dimethylformamide). The product is CC1=C(C(=O)N2C3=C(C=CC=C3)N3C2=NC2=CC=CC=C2C3=O)C=CC(=C1)C (6-(2,4-dimethylbenzoyl)benzimidazo[2,1-b]quinazolin-12(6H)one). Reaction SMILES: [CH:1]1[CH:10]=[CH:9][CH:8]=[C:7]2[C:2]=1[C:3](=[O:18])[N:4]1[C:13]3[CH:14]=[CH:15][CH:16]=[CH:17][C:12]=3[NH:11][C:5]1=[N:6]2.[Na].[H-].[Na+].[CH3:22][C:23]1[CH:31]=[C:30]([CH3:32])[CH:29]=[CH:28][C:24]=1[C:25](Cl)=[O:26]>CN(C)C=O>[CH3:22][C:23]1[CH:31]=[C:30]([CH3:32])[CH:29]=[CH:28][C:24]=1[C:25]([N:11]1[C:5]2=[N:6][C:7]3[C:2]([C:3](=[O:18])[N:4]2[C:13]2[CH:14]=[CH:15][CH:16]=[CH:17][C:12]1=2)=[CH:1][CH:10]=[CH:9][CH:8]=3)=[O:26] |f:2.3,^1:18|. Reported procedure: Benzimidazo[2,1-b]quinazolin-12(6H)one, 7.05 g. in 200 ml. of dry dimethylformamide was converted to the sodium derivative with sodium hydride according to the procedures described in previous examples and 2,4-dimethylbenzoyl chloride, 5.8 g. in 25 ml. of dimethylformamide were added dropwise with vigorous stirring. The reaction mixture was stirred for an additional hour and then poured into ice water. The precipitate which formed was filtered, washed with water, dried and twice recrystallized f... Reactants: S1C(=CC=C1)C=O (2-thiophenecarbaldehyde), Cl.ClC1=CC=C(C=C1)NN (p-chlorophenylhydrazine hydrochloride), C(C)(=O)[O-].[Na+] (sodium acetate). The solvent is C(C)O (ethyl alcohol). The product is ClC1=CC=C(C=C1)NN=CC=1SC=CC1 (2-thiophenecarbaldehyde-p-chlorophenylhydrazone). RXN SMILES: [S:1]1[CH:5]=[CH:4][CH:3]=[C:2]1[CH:6]=O.Cl.[Cl:9][C:10]1[CH:15]=[CH:14][C:13]([NH:16][NH2:17])=[CH:12][CH:11]=1.C([O-])(=O)C.[Na+]>C(O)C>[Cl:9][C:10]1[CH:15]=[CH:14][C:13]([NH:16][N:17]=[CH:6][C:2]2[S:1][CH:5]=[CH:4][CH:3]=2)=[CH:12][CH:11]=1 |f:1.2,3.4|. Procedure: 14.8 g of 2-thiophenecarbaldehyde was added to a mixture of 25.2 g of p-chlorophenylhydrazine hydrochloride and 33.6 g of sodium acetate in 400 ml of 50% aqueous ethyl alcohol. The mixture was heated on a water bath for 30 minutes. After cooling, the precipitated solid was collected and crystallized from ethyl alcohol to give 1, as yellow needles, mp 137° C. Starting materials: COC(=O)C1=CNC2=CC=C(C=C12)OC (5-methoxy-1H-indole-3-carboxylic acid methyl ester), C(C1=CC=CC=C1)Br (benzyl bromide). Yields the product COC(=O)C1=CN(C2=CC=C(C=C12)OC)CC1=CC=CC=C1 (5-Methoxy-1-benzyl-1H-indole-3-carboxylic acid methyl ester). As a reaction SMILES: [CH3:1][O:2][C:3]([C:5]1[C:13]2[C:8](=[CH:9][CH:10]=[C:11]([O:14][CH3:15])[CH:12]=2)[NH:7][CH:6]=1)=[O:4].[CH2:16](Br)[C:17]1[CH:22]=[CH:21][CH:20]=[CH:19][CH:18]=1>>[CH3:1][O:2][C:3]([C:5]1[C:13]2[C:8](=[CH:9][CH:10]=[C:11]([O:14][CH3:15])[CH:12]=2)[N:7]([CH2:16][C:17]2[CH:22]=[CH:21][CH:20]=[CH:19][CH:18]=2)[CH:6]=1)=[O:4]. Procedure details: Prepare by a method similar to Example 48 using 5-methoxy-1H-indole-3-carboxylic acid methyl ester and benzyl bromide. Starting materials: BrBr (bromine), C(C)(C)(C)C=1C=C(C=C(C1O)C(C)(C)C)C(C)=O ((3,5-Di-t-butyl-4-hydroxyphenyl)ethanone). Run in C(Cl)(Cl)Cl (chloroform), CCOCC (ether), C(Cl)(Cl)Cl (chloroform). Run at time 1 hour. The product is BrCC(=O)C1=CC(=C(C(=C1)C(C)(C)C)O)C(C)(C)C (2-Bromo-1-(3,5-di-t-butyl-4-hydroxyphenyl)ethanone). RXN SMILES: [C:1]([C:5]1[CH:6]=[C:7]([C:16](=[O:18])[CH3:17])[CH:8]=[C:9]([C:12]([CH3:15])([CH3:14])[CH3:13])[C:10]=1[OH:11])([CH3:4])([CH3:3])[CH3:2].[Br:19]Br>CCOCC.C(Cl)(Cl)Cl>[Br:19][CH2:17][C:16]([C:7]1[CH:6]=[C:5]([C:1]([CH3:4])([CH3:2])[CH3:3])[C:10]([OH:11])=[C:9]([C:12]([CH3:15])([CH3:14])[CH3:13])[CH:8]=1)=[O:18]. Procedure details: A mixture of (3,5-Di-t-butyl-4-hydroxyphenyl)ethanone (EXAMPLE 58, 800 mg) in ether (15 ml) and chloroform (10 ml) is cooled to 0° and then treated in a dropwise manner with a mixture containing 0. 17 ml of bromine dissolved in 5 ml of chloroform. The reaction mixture is allowed to warm to 20°-25° and stirred for 1 hr. Standard work-up gives the crude product (1.21 g) which is chromatographed on 180 g of silica gel. The column is packed and eluted with chloroform. An initial fraction of 200 ml i... Reactants: [BH4-], COc1ccc(Br)cc1C=O, CO, [Na+]. Yields the product COc1ccc(Br)cc1CO. RXN SMILES: [BH4-:12].[Br:1][c:2]1[cH:3][cH:4][c:5]([O:10][CH3:11])[c:6]([CH:7]=[O:8])[cH:9]1.[CH3:14][OH:15].[Na+:13]>>[Br:1][c:2]1[cH:3][cH:4][c:5]([O:10][CH3:11])[c:6]([CH2:7][OH:8])[cH:9]1.